From a dataset of the Open Reaction Database (ORD), a public repository of structured organic reaction records. describe an organic reaction: reactants, conditions, products, and yield The reactants are C(C1=CC=CC=C1)C=1C(=NC=C(N1)C1=CC=C(C=C1)O)NC(CC1=CC=CC=C1)=S (3-benzyl-5-(4-hydroxyphenyl)-2-(phenylthioacetyl amino)pyrazine), C(C)(=O)OC(C)=O (acetic anhydride), C(C)(=O)OC(C)=O (acetic anhydride), C([O-])(O)=O.[Na+] (sodium bicarbonate), C(C)(=O)OCC (ethyl acetate). Solvent: N1=CC=CC=C1 (pyridine). Run at temperature 0 celsius, time 2 hour. The product is C(C)(=O)OC1=CC=C(C=C1)C=1N=C(C(=NC1)NC(CC1=CC=CC=C1)=S)CC1=CC=CC=C1 (5-(4-acetoxyphenyl)-3-benzyl-2-(phenylthioacetylamino)pyrazine). The yield is 47.8%. As a reaction SMILES: [CH2:1]([C:8]1[C:9]([NH:21][C:22](=[S:30])[CH2:23][C:24]2[CH:29]=[CH:28][CH:27]=[CH:26][CH:25]=2)=[N:10][CH:11]=[C:12]([C:14]2[CH:19]=[CH:18][C:17]([OH:20])=[CH:16][CH:15]=2)[N:13]=1)[C:2]1[CH:7]=[CH:6][CH:5]=[CH:4][CH:3]=1.[C:31](OC(=O)C)(=[O:33])[CH3:32].C(=O)(O)[O-].[Na+].C(OCC)(=O)C>N1C=CC=CC=1>[C:31]([O:20][C:17]1[CH:18]=[CH:19][C:14]([C:12]2[N:13]=[C:8]([CH2:1][C:2]3[CH:3]=[CH:4][CH:5]=[CH:6][CH:7]=3)[C:9]([NH:21][C:22](=[S:30])[CH2:23][C:24]3[CH:29]=[CH:28][CH:27]=[CH:26][CH:25]=3)=[N:10][CH:11]=2)=[CH:15][CH:16]=1)(=[O:33])[CH3:32] |f:2.3|. Procedure: Under an argon atmosphere, 3-benzyl-5-(4-hydroxyphenyl)-2-(phenylthioacetyl amino)pyrazine (h-coelenterathioamide) (c-14) (183 mg, 444 μmol) was dissolved in pyridine (2 mL) and cooled to 0° C. To this was added acetic anhydride (55 μL, 0.58 mmol) and stirred for 2 h after warming to room temperature. To this was further added acetic anhydride (25 μL, 0.26 mmol) and stirred at room temperature for 2.5 h. To this was added saturated aqueous solution of sodium bicarbonate and ethyl acetate to stop... The reactants are C(C)(C)(C)OC(N(C[C@@H](COC1=CC=C(C=C1)O)O)C1CN(C1)S(=O)(=O)C1=CC=C(C=C1)OCCCC)=O ([1-(4-butoxy-benzenesulfonyl)-azetidin-3-yl]-[(2S)-2-hydroxy-3-(4-hydroxy-phenoxy)-propyl]-carbamic acid tert-butyl ester), FC(C(=O)O)(F)F (trifluoroacetic acid). The solvent is ClCCl (dichloromethane). Run at time 2 hour. The product is C(CCC)OC1=CC=C(C=C1)S(=O)(=O)N1CC(C1)NC[C@@H](COC1=CC=C(C=C1)O)O (4-{(2S)-3-[1-(4-Butoxy-benzenesulfonyl)-azetidin-3-ylamino]-2-hydroxy-propoxy}-phenol). Yield: 111.0%. Reaction SMILES: C(OC(=O)[N:7]([CH:20]1[CH2:23][N:22]([S:24]([C:27]2[CH:32]=[CH:31][C:30]([O:33][CH2:34][CH2:35][CH2:36][CH3:37])=[CH:29][CH:28]=2)(=[O:26])=[O:25])[CH2:21]1)[CH2:8][C@H:9]([OH:19])[CH2:10][O:11][C:12]1[CH:17]=[CH:16][C:15]([OH:18])=[CH:14][CH:13]=1)(C)(C)C.FC(F)(F)C(O)=O>ClCCl>[CH2:34]([O:33][C:30]1[CH:29]=[CH:28][C:27]([S:24]([N:22]2[CH2:21][CH:20]([NH:7][CH2:8][C@H:9]([OH:19])[CH2:10][O:11][C:12]3[CH:13]=[CH:14][C:15]([OH:18])=[CH:16][CH:17]=3)[CH2:23]2)(=[O:25])=[O:26])=[CH:32][CH:31]=1)[CH2:35][CH2:36][CH3:37]. Procedure details: To a solution of [1-(4-butoxy-benzenesulfonyl)-azetidin-3-yl]-[(2S)-2-hydroxy-3-(4-hydroxy-phenoxy)-propyl]-carbamic acid tert-butyl ester (0.11 g, 0.2 mmol) in dichloromethane (2 ml) was added trifluoroacetic acid (0.15 ml, 2 mmol). The mixture was stirred at room temperature for 2 h, and then quenched with saturated sodium carbonate solution and extracted with dichloromethane. The organic solution was washed with brine, dried over sodium sufate, and evaporated to give 0.10 g of a white solid; ... Starting materials: solution, C(CCC)[Li] (n-butyllithium), C1(C=CCC1)=O (2-cyclopenten-1-one), C(C)(C)NC(C)C (diisopropylamine), [Cl-].[NH4+] (ammonium chloride), C(C)(C)(C)OC(CC1=CC=C(C=C1)C)=O (tert-butyl(4-methylphenyl)acetate). The solvent is CCCCCC (hexane), C1CCOC1 (THF), C(C)(=O)OCC (ethyl acetate), C1CCOC1 (THF), C1CCCCC1.C(C)(=O)OCC (cyclohexane ethyl acetate), C1CCOC1 (THF). Reaction conditions: temperature -30 celsius, time 2 hour. Product: C(C)(C)(C)OC(C(C1CC(CC1)=O)C1=CC=C(C=C1)C)=O (tert-Butyl(4-methylphenyl)(3-oxocyclopentyl)acetate). Reaction SMILES: C(NC(C)C)(C)C.C([Li])CCC.[C:13]([O:17][C:18](=[O:27])[CH2:19][C:20]1[CH:25]=[CH:24][C:23]([CH3:26])=[CH:22][CH:21]=1)([CH3:16])([CH3:15])[CH3:14].[C:28]1(=[O:33])[CH2:32][CH2:31][CH:30]=[CH:29]1.[Cl-].[NH4+]>C1COCC1.CCCCCC.C(OCC)(=O)C.C1CCCCC1.C(OCC)(=O)C>[C:13]([O:17][C:18](=[O:27])[CH:19]([C:20]1[CH:25]=[CH:24][C:23]([CH3:26])=[CH:22][CH:21]=1)[CH:30]1[CH2:31][CH2:32][C:28](=[O:33])[CH2:29]1)([CH3:16])([CH3:15])[CH3:14] |f:4.5,9.10|. Procedure details: Under argon, 4.4 ml (31.5 mmol) of diisopropylamine were initially charged in 50 ml of THF, the mixture was cooled to −30° C. and 13.7 ml (31.5 mmol) of a 2.3 M solution of n-butyllithium in hexane were added slowly. The reaction solution was then warmed to −20° C., 5 g (24.3 mmol) of tert-butyl(4-methylphenyl)acetate, dissolved in 30 ml of THF, were added slowly, and the mixture was stirred at this temperature for 2 hours. The reaction solution was then cooled to −78° C., and 2.2 ml (25.7 mmol)... Starting materials: BrCCCOC1=CC=CC=2N(C(=NC21)COC2=CC=C(C=C2)Cl)CCCC2CCN(CC2)C(=O)OC(C)(C)C (4-[3-bromopropoxy]-2-[(4-chlorophenoxy)methyl]-1-[3-[1-(t-butoxycarbonyl)piperidin-4-yl]propyl]benzimidazole), C([O-])([O-])=O.[K+].[K+] (potassium carbonate), N1(CCCC1)C[C@H]1NCCC1 ((S)-(+)-2-(pyrroldin-1-ylmethyl)pyrrolidine). The solvent is CN(C=O)C (N,N-dimethylformamide). Run at temperature 80 celsius, time 6 hour. Yields the product N1(CCCC1)CC1N(CCC1)CCCOC1=CC=CC=2N(C(=NC21)COC2=CC=C(C=C2)Cl)CCCC2CCN(CC2)C(=O)OC(C)(C)C (4-[3-[2-(pyrroldin-1-ylmethyl)pyrrolidin-1-yl]propoxy]-2-[(4-chlorophenoxy)methyl]-1-[3-[1-(t-butoxycarbonyl)piperidin-4-yl]propyl]benzimidazole). Yield: 78.0%. Reaction SMILES: Br[CH2:2][CH2:3][CH2:4][O:5][C:6]1[C:14]2[N:13]=[C:12]([CH2:15][O:16][C:17]3[CH:22]=[CH:21][C:20]([Cl:23])=[CH:19][CH:18]=3)[N:11]([CH2:24][CH2:25][CH2:26][CH:27]3[CH2:32][CH2:31][N:30]([C:33]([O:35][C:36]([CH3:39])([CH3:38])[CH3:37])=[O:34])[CH2:29][CH2:28]3)[C:10]=2[CH:9]=[CH:8][CH:7]=1.C(=O)([O-])[O-].[K+].[K+].[N:46]1([CH2:51][C@@H:52]2[CH2:56][CH2:55][CH2:54][NH:53]2)[CH2:50][CH2:49][CH2:48][CH2:47]1>CN(C)C=O>[N:46]1([CH2:51][CH:52]2[CH2:56][CH2:55][CH2:54][N:53]2[CH2:2][CH2:3][CH2:4][O:5][C:6]2[C:14]3[N:13]=[C:12]([CH2:15][O:16][C:17]4[CH:22]=[CH:21][C:20]([Cl:23])=[CH:19][CH:18]=4)[N:11]([CH2:24][CH2:25][CH2:26][CH:27]4[CH2:32][CH2:31][N:30]([C:33]([O:35][C:36]([CH3:39])([CH3:38])[CH3:37])=[O:34])[CH2:29][CH2:28]4)[C:10]=3[CH:9]=[CH:8][CH:7]=2)[CH2:50][CH2:49][CH2:48][CH2:47]1 |f:1.2.3|. Reported procedure: A solution of 4-[3-bromopropoxy]-2-[(4-chlorophenoxy)methyl]-1-[3-[1-(t-butoxycarbonyl)piperidin-4-yl]propyl]benzimidazole (77 mg, 0.124 mmol, 1 eq) in anhydrous N,N-dimethylformamide (2 ml) was treated with potassium carbonate (51.3 mg, 0.37 mmol, 2 eq) and (S)-(+)-2-(pyrroldin-1-ylmethyl)pyrrolidine (28.7 mg, 0.19 mmol, 1.5 eq). The resulting mixture was stirred at 80° C. for six hours. The reaction was quenched by the addition of water (10 ml). The aqueous fraction was extracted with ethyl ac... The reactants are BrC1=CC=C(C=C1)C1=C(C(=NO1)C)C=O (5-(4-bromo-phenyl)-3-methyl-isoxazole-4-carbaldehyde), C(=C)[Mg]Br (vinylmagnesium bromide). Reported procedure: Prepared according to the procedure described in Example 35, Step 3, using 5-(4-bromo-phenyl)-3-methyl-isoxazole-4-carbaldehyde and vinylmagnesium bromide. As a reaction SMILES: [Br:1][C:2]1[CH:7]=[CH:6][C:5]([C:8]2[O:12][N:11]=[C:10]([CH3:13])[C:9]=2[CH:14]=[O:15])=[CH:4][CH:3]=1.[CH:16]([Mg]Br)=[CH2:17]>>[Br:1][C:2]1[CH:3]=[CH:4][C:5]([C:8]2[O:12][N:11]=[C:10]([CH3:13])[C:9]=2[CH:14]([OH:15])[CH:16]=[CH2:17])=[CH:6][CH:7]=1. Yields the product BrC1=CC=C(C=C1)C1=C(C(=NO1)C)C(C=C)O (1-[5-(4-Bromo-phenyl)-3-methyl-isoxazol-4-yl]-prop-2-en-1-ol). Reactants: CCO, [Cl-], ClCCl, CN1C(=O)CCc2cc([N+](=O)[O-])cc(F)c21, [Fe], [NH4+], O. The product is CN1C(=O)CCc2cc(N)cc(F)c21. RXN SMILES: [CH3:23][CH2:24][OH:25].[Cl-:18].[Cl:20][CH2:21][Cl:22].[F:1][c:2]1[cH:3][c:4]([N+:14]([O-:15])=[O:16])[cH:5][c:6]2[c:11]1[N:10]([CH3:12])[C:9](=[O:13])[CH2:8][CH2:7]2.[Fe:26].[NH4+:19].[OH2:17]>>[F:1][c:2]1[cH:3][c:4]([NH2:14])[cH:5][c:6]2[c:11]1[N:10]([CH3:12])[C:9](=[O:13])[CH2:8][CH2:7]2. Reactants: C=O, CCC1CNCCN1C1=NC(=O)C(=Cc2ccc3c(cnn3Cc3ccc(Cl)cc3C(F)(F)F)c2)S1. Product: CCC1CN(C)CCN1C1=NC(=O)C(=Cc2ccc3c(cnn3Cc3ccc(Cl)cc3C(F)(F)F)c2)S1. As a reaction SMILES: [CH2:37]=[O:38].[Cl:1][c:2]1[cH:3][c:4]([C:33]([F:34])([F:35])[F:36])[c:5]([CH2:6][n:7]2[n:8][cH:9][c:10]3[cH:11][c:12]([CH:16]=[C:17]4[C:18](=[O:30])[N:19]=[C:20]([N:22]5[CH:23]([CH2:28][CH3:29])[CH2:24][NH:25][CH2:26][CH2:27]5)[S:21]4)[cH:13][cH:14][c:15]23)[cH:31][cH:32]1>>[Cl:1][c:2]1[cH:3][c:4]([C:33]([F:34])([F:35])[F:36])[c:5]([CH2:6][n:7]2[n:8][cH:9][c:10]3[cH:11][c:12]([CH:16]=[C:17]4[C:18](=[O:30])[N:19]=[C:20]([N:22]5[CH:23]([CH2:28][CH3:29])[CH2:24][N:25]([CH3:37])[CH2:26][CH2:27]5)[S:21]4)[cH:13][cH:14][c:15]23)[cH:31][cH:32]1. Reactants: ClC1=CC2=C(OC3=C(CN2C(=O)OC(C)(C)C)C=CC=C3)C=C1 (1,1-dimethylethyl 8-chloro-dibenz[b,f][1,4]oxazepine-10(11H)-carboxylate), C(C)(C)[N-]C(C)C.[Li+] (lithium diisopropylamide), C1(CCC1)=O (cyclobutanone). Solvent: C1CCOC1 (THF). Conditions: time 30 minute. Yields the product ClC1=CC2=C(OC3=C(C4N2C(OC42CCC2)=O)C=CC=C3)C=C1 (6-chloro-1,13b-dihydro-3H-spiro[dibenz[b,f]oxazolo[3,4-d][1,4]oxazepin-1,1'-cyclobutan]-3-one). Yield: 36.0%. RXN SMILES: [Cl:1][C:2]1[CH:23]=[CH:22][C:5]2[O:6][C:7]3[CH:21]=[CH:20][CH:19]=[CH:18][C:8]=3[CH2:9][N:10]([C:11]([O:13][C:14](C)([CH3:16])[CH3:15])=[O:12])[C:4]=2[CH:3]=1.[CH:24]([N-]C(C)C)(C)C.[Li+].C1(=O)CCC1>C1COCC1>[Cl:1][C:2]1[CH:23]=[CH:22][C:5]2[O:6][C:7]3[CH:21]=[CH:20][CH:19]=[CH:18][C:8]=3[CH:9]3[C:14]4([CH2:16][CH2:24][CH2:15]4)[O:13][C:11](=[O:12])[N:10]3[C:4]=2[CH:3]=1 |f:1.2|. Procedure details: To a stirred solution of 1.0 g (3.0 mmol) of 1 in 20 mL of anhydrous THF was added 1.2 equivalent of lithium diisopropylamide at -78°. After 30 minutes, approximately 2 equivalent of cyclobutanone was added as the electrophile. The stirring was continued for 3 hours at -78°, followed by room temperature overnight, and was quenched with saturated ammonium chloride solution. The mixture was diluted with ethyl acetate, washed with brine and dried with magnesium sulfate or sodium sulfate. Purificati... The reactants are C1CCNCC1, CN1CCCN(c2ccn3ncc(C=O)c3n2)CC1, CCO, O=C1CSC(=O)N1. The product is CN1CCCN(c2ccn3ncc(C=C4SC(=O)NC4=O)c3n2)CC1. RXN SMILES: [CH2:27]1[CH2:28][CH2:29][NH:30][CH2:31][CH2:32]1.[CH3:1][N:2]1[CH2:3][CH2:4][N:5]([c:9]2[n:10][c:11]3[n:12]([cH:13][cH:14]2)[n:15][cH:16][c:17]3[CH:18]=[O:19])[CH2:6][CH2:7][CH2:8]1.[CH3:33][CH2:34][OH:35].[S:20]1[C:21](=[O:26])[NH:22][C:23](=[O:25])[CH2:24]1>>[CH3:1][N:2]1[CH2:3][CH2:4][N:5]([c:9]2[n:10][c:11]3[n:12]([cH:13][cH:14]2)[n:15][cH:16][c:17]3[CH:18]=[C:24]2[S:20][C:21](=[O:26])[NH:22][C:23]2=[O:25])[CH2:6][CH2:7][CH2:8]1.